This data is from the Open Reaction Database (ORD), a public repository of structured organic reaction records. The task is: describe an organic reaction: reactants, conditions, products, and yield Starting materials: Cc1nc2cc(OCC(O)CN3CCNCC3)ccc2s1, CCO, CCN(C(C)C)C(C)C, CCOC(=O)C(NC(=O)CCl)c1ccc(F)cc1. Yields the product CCOC(=O)C(NC(=O)CN1CCN(CC(O)COc2ccc3sc(C)nc3c2)CC1)c1ccc(F)cc1. Reaction SMILES: [CH3:19][c:20]1[s:21][c:22]2[c:23]([n:24]1)[cH:25][c:26]([O:29][CH2:30][CH:31]([CH2:32][N:33]1[CH2:34][CH2:35][NH:36][CH2:37][CH2:38]1)[OH:39])[cH:27][cH:28]2.[CH3:49][CH2:50][OH:51].[CH:40]([N:41]([CH:42]([CH3:43])[CH3:44])[CH2:45][CH3:46])([CH3:47])[CH3:48].[Cl:1][CH2:2][C:3](=[O:4])[NH:5][CH:6]([C:7](=[O:8])[O:9][CH2:10][CH3:11])[c:12]1[cH:13][cH:14][c:15]([F:18])[cH:16][cH:17]1>>[CH2:2]([C:3](=[O:4])[NH:5][CH:6]([C:7](=[O:8])[O:9][CH2:10][CH3:11])[c:12]1[cH:13][cH:14][c:15]([F:18])[cH:16][cH:17]1)[N:36]1[CH2:35][CH2:34][N:33]([CH2:32][CH:31]([CH2:30][O:29][c:26]2[cH:25][c:23]3[c:22]([s:21][c:20]([CH3:19])[n:24]3)[cH:28][cH:27]2)[OH:39])[CH2:38][CH2:37]1. Reactants: [BH3-]C#N, CC1CCC(C)N1, CO, CCOC(C)=O, COC(=O)c1ccc(-c2cc(OC)ccc2F)c(C=O)c1, [Na+]. Product: COC(=O)c1ccc(-c2cc(OC)ccc2F)c(CN2C(C)CCC2C)c1. As a reaction SMILES: [C:1]([BH3-:2])#[N:3].[CH3:26][CH:27]1[NH:28][CH:29]([CH3:32])[CH2:30][CH2:31]1.[CH3:33][OH:34].[CH3:35][CH2:36][O:37][C:38]([CH3:39])=[O:40].[F:5][c:6]1[c:7](-[c:14]2[c:15]([CH:24]=[O:25])[cH:16][c:17]([C:20](=[O:21])[O:22][CH3:23])[cH:18][cH:19]2)[cH:8][c:9]([O:12][CH3:13])[cH:10][cH:11]1.[Na+:4]>>[F:5][c:6]1[c:7](-[c:14]2[c:15]([CH2:24][N:28]3[CH:27]([CH3:26])[CH2:31][CH2:30][CH:29]3[CH3:32])[cH:16][c:17]([C:20](=[O:21])[O:22][CH3:23])[cH:18][cH:19]2)[cH:8][c:9]([O:12][CH3:13])[cH:10][cH:11]1. Starting materials: OCCCN1CCN(CC1)C=1C2=C(NC3=C(N1)C=CC=C3)C=CS2 (10-[4-(3-hydroxypropyl)-1-piperazinyl]-4H-thieno[3,2-b][1,5]benzodiazepine), C(CCCCCCCCC)(=O)Cl (decanoyl chloride). Solvent: C1=CC=CC=C1 (benzene), C1=CC=CC=C1 (benzene). Run at temperature 75 celsius. Yields the product Cl.C(CCCCCCCCC)(=O)OCCCN1CCN(CC1)C=1C2=C(NC3=C(N1)C=CC=C3)C=CS2 (10-[4-(3-Decanoyloxypropyl)-1-piperazinyl]-4H-thieno[3,2-b][1,5]benzodiazepine hydrochloride). As a reaction SMILES: [OH:1][CH2:2][CH2:3][CH2:4][N:5]1[CH2:10][CH2:9][N:8]([C:11]2[C:12]3[S:24][CH:23]=[CH:22][C:13]=3[NH:14][C:15]3[CH:21]=[CH:20][CH:19]=[CH:18][C:16]=3[N:17]=2)[CH2:7][CH2:6]1.[C:25]([Cl:36])(=[O:35])[CH2:26][CH2:27][CH2:28][CH2:29][CH2:30][CH2:31][CH2:32][CH2:33][CH3:34]>C1C=CC=CC=1>[ClH:36].[C:25]([O:1][CH2:2][CH2:3][CH2:4][N:5]1[CH2:6][CH2:7][N:8]([C:11]2[C:12]3[S:24][CH:23]=[CH:22][C:13]=3[NH:14][C:15]3[CH:21]=[CH:20][CH:19]=[CH:18][C:16]=3[N:17]=2)[CH2:9][CH2:10]1)(=[O:35])[CH2:26][CH2:27][CH2:28][CH2:29][CH2:30][CH2:31][CH2:32][CH2:33][CH3:34] |f:3.4|. Reported procedure: To a solution of 10-[4-(3-hydroxypropyl)-1-piperazinyl]-4H-thieno[3,2-b][1,5]benzodiazepine (1.71 g, 0.005 mol) in dry benzene (40 ml) was added decanoyl chloride (1.42 g, 0.0075 mol) in benzene (10 ml) dropwise with stirring and the solution heated at 75° C. until the reaction had gone to completion by TLC. The reaction mixture on washing gave the title compound. The reactants are CS(=O)(=O)C1=CC=C(C=C1)C1=CC=C(C=N1)OC(CC)C1CCN(CC1)C(=O)OC(C)C ((±)-1-Methylethyl 4-[1-({6-[4-(methylsulfonyl)phenyl]-3-pyridinyl}oxy)propyl]-1-piperidinecarboxylate), C(=O)=O (CO2). The solvent is CO (MeOH). Yields the product CS(=O)(=O)C1=CC=C(C=C1)C1=CC=C(C=N1)O[C@H](CC)C1CCN(CC1)C(=O)OC(C)C (1-Methylethyl 4-[(1R)-1-({6-[4-(methylsulfonyl)phenyl]-3-pyridinyl}oxy)propyl]-1-piperidinecarboxylate). Reaction SMILES: [CH3:1][S:2]([C:5]1[CH:10]=[CH:9][C:8]([C:11]2[N:16]=[CH:15][C:14]([O:17][CH:18]([CH:21]3[CH2:26][CH2:25][N:24]([C:27]([O:29][CH:30]([CH3:32])[CH3:31])=[O:28])[CH2:23][CH2:22]3)[CH2:19][CH3:20])=[CH:13][CH:12]=2)=[CH:7][CH:6]=1)(=[O:4])=[O:3].C(=O)=O>CO>[CH3:1][S:2]([C:5]1[CH:10]=[CH:9][C:8]([C:11]2[N:16]=[CH:15][C:14]([O:17][C@@H:18]([CH:21]3[CH2:26][CH2:25][N:24]([C:27]([O:29][CH:30]([CH3:31])[CH3:32])=[O:28])[CH2:23][CH2:22]3)[CH2:19][CH3:20])=[CH:13][CH:12]=2)=[CH:7][CH:6]=1)(=[O:3])=[O:4]. Procedure: The racemic 1-methylethyl 4-[1-({6-[4-(methylsulfonyl)phenyl]-3-pyridinyl}oxy)propyl]-1-piperidinecarboxylate (prepared as in Example 142) was subjected to Chiral HPLC [column: AS-H, column mobile phase: 80% CO2: 20% MeOH (2 mL/min), pressure 140 bar, temperature 40° C., 215 nm] analysis and then separated to give two (R and S) enantiomers. The title compound was isolated as a white foam with Tr of 10.65 min (first eluting peak). The (R) absolute stereochemistry was assigned by Ab initio VCD ana... The reactants are NC1(CCC1)C1=CC=C(C=C1)C1=NC=2CCCC(C2C=C1C1=CC=CC=C1)=O (2-(4-(1-aminocyclobutyl)phenyl)-3-phenyl-7,8-dihydroquinolin-5(6H)-one), C(C)(C)(C)OC(NC1(CCC1)C1=CC=C(C=C1)C1=NC=2CCN(C(C2C=C1C1=CC=CC=C1)=O)CC#N)=O (tert-butyl(1-(4-(6-(cyanomethyl)-5-oxo-3-phenyl-5,6,7,8-tetrahydro-1,6-naphthyridin-2-yl)phenyl)cyclobutyl)carbamate). The product is NC1(CCC1)C1=CC=C(C=C1)C1=NC=2CCN(C(C2C=C1C1=CC=CC=C1)=O)CC#N (2-(2-(4-(1-aminocyclobutyl)phenyl)-5-oxo-3-phenyl-7,8-dihydro-1,6-naphthyridin-6(5H)-yl)acetonitrile). Isolated yield 122.4%. Reaction SMILES: NC1(C2C=CC(C3C(C4C=CC=CC=4)=CC4C(=O)CCCC=4N=3)=CC=2)CCC1.C(OC(=O)[NH:35][C:36]1([C:40]2[CH:45]=[CH:44][C:43]([C:46]3[C:55]([C:56]4[CH:61]=[CH:60][CH:59]=[CH:58][CH:57]=4)=[CH:54][C:53]4[C:52](=[O:62])[N:51]([CH2:63][C:64]#[N:65])[CH2:50][CH2:49][C:48]=4[N:47]=3)=[CH:42][CH:41]=2)[CH2:39][CH2:38][CH2:37]1)(C)(C)C>>[NH2:35][C:36]1([C:40]2[CH:41]=[CH:42][C:43]([C:46]3[C:55]([C:56]4[CH:57]=[CH:58][CH:59]=[CH:60][CH:61]=4)=[CH:54][C:53]4[C:52](=[O:62])[N:51]([CH2:63][C:64]#[N:65])[CH2:50][CH2:49][C:48]=4[N:47]=3)=[CH:44][CH:45]=2)[CH2:39][CH2:38][CH2:37]1. Procedure: Following the procedure for 2-(4-(1-aminocyclobutyl)phenyl)-3-phenyl-7,8-dihydroquinolin-5(6H)-one, tert-butyl(1-(4-(6-(cyanomethyl)-5-oxo-3-phenyl-5,6,7,8-tetrahydro-1,6-naphthyridin-2-yl)phenyl)cyclobutyl)carbamate (17 mg, 0.03 mmol) was reacted to afford the title compound (15 mg, 71%). LCMS (Method A): RT=3.80 min, M-NH2=392. 1H NMR (500 MHz, MeOD): 8.33 (1H, S), 7.50 (2H, d), 7.42 (2H, d), 7.31-7.29 (3H, m), 7.22-7.20 (m, 2H), 4.66 (2H, s), 3.92 (2H, t), 3.38 (2H, t), 2.78-2.72 (m, 2H), 2.6...